The task is: describe an organic reaction: reactants, conditions, products, and yield. This data is from the Open Reaction Database (ORD), a public repository of structured organic reaction records. Starting materials: CCOC(=O)c1cn(C)c2nc3cc(N4CC(N(C)C)C4)c(F)cc3cc2c1=O, CS(=O)(=O)O, CCO, [K+], [OH-]. Yields the product CN(C)C1CN(c2cc3nc4c(cc3cc2F)c(=O)c(C(=O)O)cn4C)C1. RXN SMILES: [CH3:1][N:2]([CH:3]1[CH2:4][N:5]([c:7]2[c:8]([F:28])[cH:9][c:10]3[c:11]([n:12][c:13]4[n:14]([CH3:26])[cH:15][c:16]([C:21](=[O:22])[O:23][CH2:24][CH3:25])[c:17](=[O:20])[c:18]4[cH:19]3)[cH:27]2)[CH2:6]1)[CH3:29].[CH3:30][S:31]([OH:32])(=[O:33])=[O:34].[CH3:35][CH2:36][OH:37].[K+:39].[OH-:38]>>[CH3:1][N:2]([CH:3]1[CH2:4][N:5]([c:7]2[c:8]([F:28])[cH:9][c:10]3[c:11]([n:12][c:13]4[n:14]([CH3:26])[cH:15][c:16]([C:21](=[O:22])[OH:23])[c:17](=[O:20])[c:18]4[cH:19]3)[cH:27]2)[CH2:6]1)[CH3:29]. The reactants are FC1=C(C=2CCC(N3C=C(C(C(C23)=C1)=O)C(=O)O)C)Cl (9-fluoro-8-chloro-5-methyl-6,7-dihydro-1-oxo-1H,5H-benzo[ij]quinolizine-2-carboxylic acid), N1CCOCC1 (morpholine). Run in CN(P(N(C)C)(N(C)C)=O)C (hexamethylphosphoric triamide). Conditions: time 5 hour. Yields the product O1CCN(CC1)C1=C(C=2CCC(N3C=C(C(C(C23)=C1)=O)C(=O)O)C)Cl (9-morpholino-8-chloro-5-methyl-6,7-dihydro-1-oxo-1H,5H-benzo[ij]quinolizine-2-carboxylic acid). The yield is 20.9%. As a reaction SMILES: F[C:2]1[CH:14]=[C:12]2[C:13]3[N:8]([CH:9]=[C:10]([C:16]([OH:18])=[O:17])[C:11]2=[O:15])[CH:7]([CH3:19])[CH2:6][CH2:5][C:4]=3[C:3]=1[Cl:20].[NH:21]1[CH2:26][CH2:25][O:24][CH2:23][CH2:22]1>CN(C)P(=O)(N(C)C)N(C)C>[O:24]1[CH2:25][CH2:26][N:21]([C:2]2[CH:14]=[C:12]3[C:13]4[N:8]([CH:9]=[C:10]([C:16]([OH:18])=[O:17])[C:11]3=[O:15])[CH:7]([CH3:19])[CH2:6][CH2:5][C:4]=4[C:3]=2[Cl:20])[CH2:22][CH2:23]1. Reported procedure: An autoclave containing a mixture of 3 g of 9-fluoro-8-chloro-5-methyl-6,7-dihydro-1-oxo-1H,5H-benzo[ij]quinolizine-2-carboxylic acid, 8 g of morpholine and 30 ml of hexamethylphosphoric triamide was immersed in an oil bath at 190° C. and reaction was continued for 5 hours. After completion of reaction, the reaction mixture was cooled to precipitate crystals which then were collected by filtration. The crystals thus obtained were recrystallized from dimethylformamide to give 0.77 g of 9-morpholi... The product is Nc1ncc(Cl)cc1Oc1ccccc1. Reaction SMILES: [Br:1][c:2]1[c:3]([NH2:9])[n:4][cH:5][c:6]([Cl:8])[cH:7]1.[C:27](=[O:28])([O-:29])[O-:30].[Cs+:31].[Cs+:32].[O:33]=[CH:34][N:35]([CH3:36])[CH3:37].[OH:10][c:11]1[cH:12][cH:13][cH:14][cH:15][cH:16]1.[OH:17][c:18]1[cH:19][cH:20][cH:21][cH:22][c:23]1[CH:24]=[N:25][OH:26]>>[c:2]1([O:10][c:11]2[cH:12][cH:13][cH:14][cH:15][cH:16]2)[c:3]([NH2:9])[n:4][cH:5][c:6]([Cl:8])[cH:7]1. Starting materials: Nc1ncc(Cl)cc1Br, O=C([O-])[O-], [Cs+], [Cs+], CN(C)C=O, Oc1ccccc1, ON=Cc1ccccc1O. Starting materials: BrC1=CC2=C(OCC2)C(=C1)C=O (5-bromo-2,3-dihydobenzo[b]furan-7-aldehyde), NC1=NNC=C1 (3-aminopyrazole), O=C(CC(=O)OCC)CCC (ethyl 3-ketohexanoate). Yields the product BrC1=CC2=C(OCC2)C(=C1)C1C=2C(NC(=C1C(=O)OCC)CCC)=NNC2 (Ethyl 4-(5-bromo-2,3-dihydobenzo[b]furan-7-yl)-4,7-dihydro-6-propyl-2H-pyrazolo[3,4-b]pyridine-5-carboxylate). As a reaction SMILES: [Br:1][C:2]1[CH:10]=[C:9]([CH:11]=O)[C:5]2[O:6][CH2:7][CH2:8][C:4]=2[CH:3]=1.[NH2:13][C:14]1[CH:18]=[CH:17][NH:16][N:15]=1.O=[C:20]([CH2:27][CH2:28][CH3:29])[CH2:21][C:22]([O:24][CH2:25][CH3:26])=[O:23]>>[Br:1][C:2]1[CH:10]=[C:9]([CH:11]2[C:21]([C:22]([O:24][CH2:25][CH3:26])=[O:23])=[C:20]([CH2:27][CH2:28][CH3:29])[NH:13][C:14]3=[N:15][NH:16][CH:17]=[C:18]23)[C:5]2[O:6][CH2:7][CH2:8][C:4]=2[CH:3]=1. Reported procedure: The title compound was prepared from 5-bromo-2,3-dihydobenzo[b]furan-7-aldehyde, 3-aminopyrazole and ethyl 3-ketohexanoate in the same manner as in Example 25. The reactants are COc1ccc(N)cc1, ClCCl, O=[N+]([O-])c1ccc(O)cc1F. Product: COc1ccc(Nc2cc(O)ccc2[N+](=O)[O-])cc1. As a reaction SMILES: [CH3:12][O:13][c:14]1[cH:15][cH:16][c:17]([NH2:20])[cH:18][cH:19]1.[Cl:21][CH2:22][Cl:23].[F:1][c:2]1[cH:3][c:4]([OH:11])[cH:5][cH:6][c:7]1[N+:8](=[O:9])[O-:10]>>[c:2]1([NH:20][c:17]2[cH:16][cH:15][c:14]([O:13][CH3:12])[cH:19][cH:18]2)[cH:3][c:4]([OH:11])[cH:5][cH:6][c:7]1[N+:8](=[O:9])[O-:10]. Starting materials: CS(C)=O, COc1cc(-n2nn[nH]c2=O)c(Cl)cc1F, [H-], CCI, [Na+]. Yields the product CCn1nnn(-c2cc(OC)c(F)cc2Cl)c1=O. Reaction SMILES: [CH3:22][S:23]([CH3:24])=[O:25].[Cl:1][c:2]1[c:3](-[n:11]2[n:12][n:13][nH:14][c:15]2=[O:16])[cH:4][c:5]([O:9][CH3:10])[c:6]([F:8])[cH:7]1.[H-:17].[I:19][CH2:20][CH3:21].[Na+:18]>>[Cl:1][c:2]1[c:3](-[n:11]2[n:12][n:13][n:14]([CH2:20][CH3:21])[c:15]2=[O:16])[cH:4][c:5]([O:9][CH3:10])[c:6]([F:8])[cH:7]1.